Dataset: the Open Reaction Database (ORD), a public repository of structured organic reaction records. Task: describe an organic reaction: reactants, conditions, products, and yield Reactants: C(C)OC(C=1C(C(=O)OCC)=CC(=C(C1)[N+](=O)[O-])O)=O (diethyl-4-hydroxy-5-nitrophthalate). The reagents and catalysts are [Pd] (palladium on carbon). Run in C(C)O (ethanol). Reaction conditions: time 8 hour. The product is NC=1C=C(C(C(=O)OCC)=CC1O)C(=O)OCC (Diethyl 4-amino-5-hydroxyphthalate). As a reaction SMILES: [CH2:1]([O:3][C:4](=[O:20])[C:5]1[C:6](=[CH:12][C:13]([OH:19])=[C:14]([N+:16]([O-])=O)[CH:15]=1)[C:7]([O:9][CH2:10][CH3:11])=[O:8])[CH3:2]>C(O)C.[Pd]>[NH2:16][C:14]1[CH:15]=[C:5]([C:4]([O:3][CH2:1][CH3:2])=[O:20])[C:6](=[CH:12][C:13]=1[OH:19])[C:7]([O:9][CH2:10][CH3:11])=[O:8]. Reported procedure: A solution of diethyl-4-hydroxy-5-nitrophthalate (16.0 g, 56.7 mmol) in ethanol is treated with 10% palladium on carbon (1.6 g) and shaken overnight at room temperature on a Parr hydrogenator. After evacuation of hydrogen, the reaction mixture is filtered through diatomaceous earth. The filtrate is concentrated in vacuo to afford the title product as a yellow oil, 14.3 g (100%) identified by NMR spectral analysis.